This data is from the Open Reaction Database (ORD), a public repository of structured organic reaction records. The task is: describe an organic reaction: reactants, conditions, products, and yield Starting materials: BrC(c1ccccc1)c1ccccc1, CC(=O)CC(C)C, O=c1[nH]c2ccccc2n1CCCN1CCNCC1, [Na+], [Na+], O=C([O-])[O-], O. Yields the product O=c1[nH]c2ccccc2n1CCCN1CCN(C(c2ccccc2)c2ccccc2)CC1. As a reaction SMILES: [Br:20][CH:21]([c:22]1[cH:23][cH:24][cH:25][cH:26][cH:27]1)[c:28]1[cH:29][cH:30][cH:31][cH:32][cH:33]1.[CH3:40][CH:41]([CH3:42])[CH2:43][C:44](=[O:45])[CH3:46].[N:1]1([CH2:7][CH2:8][CH2:9][n:10]2[c:11](=[O:19])[nH:12][c:13]3[c:14]2[cH:15][cH:16][cH:17][cH:18]3)[CH2:2][CH2:3][NH:4][CH2:5][CH2:6]1.[Na+:34].[Na+:35].[O-:36][C:37](=[O:38])[O-:39].[OH2:47]>>[N:1]1([CH2:7][CH2:8][CH2:9][n:10]2[c:11](=[O:19])[nH:12][c:13]3[c:14]2[cH:15][cH:16][cH:17][cH:18]3)[CH2:2][CH2:3][N:4]([CH:21]([c:22]2[cH:23][cH:24][cH:25][cH:26][cH:27]2)[c:28]2[cH:29][cH:30][cH:31][cH:32][cH:33]2)[CH2:5][CH2:6]1. The reactants are CC(C)(C)OC(=O)N1CCC(Nc2ccccc2CO)CC1, O=C1NC(=O)c2ccccc21, CCOC(=O)N=NC(=O)OCC, C1CCOC1, O, c1ccc(P(c2ccccc2)c2ccccc2)cc1. Yields the product CC(C)(C)OC(=O)N1CCC(Nc2ccccc2CN2C(=O)c3ccccc3C2=O)CC1. Reaction SMILES: [C:1]([CH3:2])([CH3:3])([CH3:4])[O:5][C:6](=[O:7])[N:8]1[CH2:9][CH2:10][CH:11]([NH:14][c:15]2[c:16]([CH2:21][OH:22])[cH:17][cH:18][cH:19][cH:20]2)[CH2:12][CH2:13]1.[O:23]=[C:24]1[NH:25][C:26](=[O:27])[c:28]2[cH:29][cH:30][cH:31][cH:32][c:33]21.[O:53]=[C:54]([O:55][CH2:56][CH3:57])[N:58]=[N:59][C:60]([O:61][CH2:62][CH3:63])=[O:64].[O:65]1[CH2:66][CH2:67][CH2:68][CH2:69]1.[OH2:70].[c:34]1([P:35]([c:36]2[cH:37][cH:38][cH:39][cH:40][cH:41]2)[c:42]2[cH:43][cH:44][cH:45][cH:46][cH:47]2)[cH:48][cH:49][cH:50][cH:51][cH:52]1>>[C:1]([CH3:2])([CH3:3])([CH3:4])[O:5][C:6](=[O:7])[N:8]1[CH2:9][CH2:10][CH:11]([NH:14][c:15]2[c:16]([CH2:21][N:25]3[C:24](=[O:23])[c:33]4[c:28]([cH:29][cH:30][cH:31][cH:32]4)[C:26]3=[O:27])[cH:17][cH:18][cH:19][cH:20]2)[CH2:12][CH2:13]1. Reactants: C(C)(C)(C)OC(CCC1=C(C=C(C=C1)OCCC=1N=C(OC1C)C1=CC=CC=C1)COC)=O (3-{2-methoxymethyl-4-[2-(5-methyl-2-phenyloxazol-4-yl)ethoxy]phenyl}propionic acid tert-butyl ester), FC(C(=O)O)(F)F (trifluoroacetic acid). The solvent is C(Cl)Cl (CH2Cl2). Run at time 16 hour. The product is COCC1=C(C=CC(=C1)OCCC=1N=C(OC1C)C1=CC=CC=C1)CCC(=O)O (3-{2-Methoxymethyl-4-[2-(5-methyl-2-phenyloxazol-4-yl)ethoxy]phenyl}propionic acid). Isolated yield 89.5%. As a reaction SMILES: C([O:5][C:6](=[O:33])[CH2:7][CH2:8][C:9]1[CH:14]=[CH:13][C:12]([O:15][CH2:16][CH2:17][C:18]2[N:19]=[C:20]([C:24]3[CH:29]=[CH:28][CH:27]=[CH:26][CH:25]=3)[O:21][C:22]=2[CH3:23])=[CH:11][C:10]=1[CH2:30][O:31][CH3:32])(C)(C)C.FC(F)(F)C(O)=O>C(Cl)Cl>[CH3:32][O:31][CH2:30][C:10]1[CH:11]=[C:12]([O:15][CH2:16][CH2:17][C:18]2[N:19]=[C:20]([C:24]3[CH:29]=[CH:28][CH:27]=[CH:26][CH:25]=3)[O:21][C:22]=2[CH3:23])[CH:13]=[CH:14][C:9]=1[CH2:8][CH2:7][C:6]([OH:33])=[O:5]. Procedure details: A 15 mL round bottomed flask was charged 3-{2-methoxymethyl-4-[2-(5-methyl-2-phenyloxazol-4-yl)ethoxy]phenyl}propionic acid tert-butyl ester (0.060 g, 0.13 mmol), CH2Cl2 (1.2 mL), and then trifluoroacetic acid (0.6 mL). The solution was stirred at ambient temperature under a nitrogen atmosphere for 16 h and was concentrated. The residue was diluted with CH2Cl2 (30 mL) and washed with brine. The organic layer was dried (Na2SO4), filtered, and concentrated to give a white solid (0.046 g, 89%). MS ...